From a dataset of the Open Reaction Database (ORD), a public repository of structured organic reaction records. describe an organic reaction: reactants, conditions, products, and yield Reactants: ClCCCBr, CCOC(C)=O, [H-], [Na+], CN(C)C=O, O=c1ccc2ccccc2[nH]1. The product is O=c1ccc2ccccc2n1CCCCl. RXN SMILES: [Br:19][CH2:20][CH2:21][CH2:22][Cl:23].[CH3:24][CH2:25][O:26][C:27]([CH3:28])=[O:29].[H-:18].[Na+:17].[O:12]=[CH:13][N:14]([CH3:15])[CH3:16].[nH:1]1[c:2](=[O:11])[cH:3][cH:4][c:5]2[cH:6][cH:7][cH:8][cH:9][c:10]12>>[n:1]1([CH2:20][CH2:21][CH2:22][Cl:23])[c:2](=[O:11])[cH:3][cH:4][c:5]2[cH:6][cH:7][cH:8][cH:9][c:10]12. The reactants are COC1=C(C(=O)OC)C=C(C=C1)CO (methyl 2-methoxy-5-hydroxymethylbenzoate), C(C)(C)N(C(C)C)CC (N,N-diisopropylethylamine), CS(=O)(=O)Cl (methanesulfonyl chloride). Solvent: ClCCl (dichloromethane), ClCCl (dichloromethane). Run at time 30 minute. Yields the product COC1=C(C(=O)OC)C=C(C=C1)CCl (methyl 2-methoxy-5-chloromethylbenzoate). Reaction SMILES: [CH3:1][O:2][C:3]1[CH:12]=[CH:11][C:10]([CH2:13]O)=[CH:9][C:4]=1[C:5]([O:7][CH3:8])=[O:6].C(N(CC)C(C)C)(C)C.CS([Cl:28])(=O)=O>ClCCl>[CH3:1][O:2][C:3]1[CH:12]=[CH:11][C:10]([CH2:13][Cl:28])=[CH:9][C:4]=1[C:5]([O:7][CH3:8])=[O:6]. Procedure details: Combine methyl 2-methoxy-5-hydroxymethylbenzoate (1.34 g, 6.8 mmol) and N,N-diisopropylethylamine (1.4 mL) in dichloromethane (25 mL). Cool in a ice-bath. Add dropwise, methanesulfonyl chloride (0.56 mL). After 30 minutes, warm to ambient temperature. After 2 hours, dilute with dichloromethane and extract with 1 M hydrochloric acid solution and 5% sodium bicarbonate solution. Dry the organic layer over Na2SO4, filter, and concentrate in vacuo to give methyl 2-methoxy-5-chloromethylbenzoate: Rf=0... RXN SMILES: [CH2:1]([O:3][C:4](=[O:10])[CH2:5][NH:6][CH2:7][CH:8]=[CH2:9])[CH3:2].[ClH:11].O1CCOCC1>CCOCC.CCCCCC>[ClH:11].[CH2:1]([O:3][C:4](=[O:10])[CH2:5][NH:6][CH2:7][CH:8]=[CH2:9])[CH3:2] |f:5.6|. The reactants are C(C)OC(CNCC=C)=O (N-allylglycine ethyl ester), Cl (HCl), O1CCOCC1 (dioxane). Product: Cl.C(C)OC(CNCC=C)=O (N-Allylglycine ethyl ester hydrochloride). Run in CCOCC (Et2O), CCCCCC (hexane). Run at time 40 minute. Procedure: To a solution of N-allylglycine ethyl ester (10.0 g, 70.0 mmol, 1 equiv) in Et2O (260 mL) and hexane (1.3 L) at 23° C. was slowly added 4.0 M HCl in dioxane (16.6 mL, 66.5 mmol, 0.95 equiv) over the course of 35 min via addition funnel. Following the addition the suspension was stirred a further 40 min, then the product was isolated via filtration through a glass frit, washing with hexane (200 mL). The collected white solid was transferred to a flask and placed under vacuum (0.5 mm Hg) for 1 h t... Reactants: O, Cc1nn(C)c2nc(O)c(C#N)cc12, O=S(=O)(O)O. The product is Cc1nn(C)c2nc(O)c(C(N)=O)cc12. RXN SMILES: [OH2:15].[OH:1][c:2]1[c:3]([C:13]#[N:14])[cH:4][c:5]2[c:6]([n:7]1)[n:8]([CH3:12])[n:9][c:10]2[CH3:11].[S:16](=[O:17])(=[O:18])([OH:19])[OH:20]>>[OH:1][c:2]1[c:3]([C:13]([NH2:14])=[O:15])[cH:4][c:5]2[c:6]([n:7]1)[n:8]([CH3:12])[n:9][c:10]2[CH3:11]. Reactants: ClCCl, [I-], I, [K+], O=N[O-], COc1cc(N)cc2ccccc12, [Na+], O, O=S(=O)(O)O, c1ccc2ccccc2c1. The product is COc1cc(I)cc2ccccc12. Reaction SMILES: [CH2:37]([Cl:38])[Cl:39].[I-:34].[I:35].[K+:33].[N:29]([O-:30])=[O:31].[NH2:1][c:2]1[cH:3][c:4]([O:12][CH3:13])[c:5]2[cH:6][cH:7][cH:8][cH:9][c:10]2[cH:11]1.[Na+:32].[OH2:36].[S:14](=[O:15])(=[O:16])([OH:17])[OH:18].[cH:19]1[cH:20][c:21]2[c:22]([cH:23][cH:24][cH:25][cH:26]2)[cH:27][cH:28]1>>[c:2]1([I:34])[cH:3][c:4]([O:12][CH3:13])[c:5]2[cH:6][cH:7][cH:8][cH:9][c:10]2[cH:11]1.